Dataset: the Open Reaction Database (ORD), a public repository of structured organic reaction records. Task: describe an organic reaction: reactants, conditions, products, and yield Reactants: C(C)(=O)OCC=1C=C(C=CC1Cl)NC(=O)C1=C(OC=C1)C (N-(3-acetoxymethyl-4-chlorophenyl)-2-methyl-3-furancarboxamide), [OH-].[K+] (potassium hydroxide). The solvent is O (water). Run at temperature 70 celsius. Product: ClC1=C(C=C(C=C1)NC(=O)C1=C(OC=C1)C)CO (N-(4-chloro-3-hydroxymethylphenyl)-2-methyl-3-furancarboxamide). The yield is 94.5%. RXN SMILES: C([O:4][CH2:5][C:6]1[CH:7]=[C:8]([NH:13][C:14]([C:16]2[CH:20]=[CH:19][O:18][C:17]=2[CH3:21])=[O:15])[CH:9]=[CH:10][C:11]=1[Cl:12])(=O)C.[OH-].[K+]>O>[Cl:12][C:11]1[CH:10]=[CH:9][C:8]([NH:13][C:14]([C:16]2[CH:20]=[CH:19][O:18][C:17]=2[CH3:21])=[O:15])=[CH:7][C:6]=1[CH2:5][OH:4] |f:1.2|. Procedure: A solution of 29 g of the N-(3-acetoxymethyl-4-chlorophenyl)-2-methyl-3-furancarboxamide prepared in Step 4 above and 14.5 g potassium hydroxide in 110 ml water, was prepared. The solution was then heated at 70° C. for 16 hours and then acidified with 2N hydrochloric. The solid so produced collected, washed with water, and dried, producing 23.65 g of N-(4-chloro-3-hydroxymethylphenyl)-2-methyl-3-furancarboxamide as a white solid. The reactants are ClC=1C=CC(=NC1)SC1=C(N=C(O1)C1CC1)C=1C=CC(=NC1)C(C)=O (1-(5-{5-[(5-Chloropyridin-2-yl)sulfanyl]-2-cyclopropyl-1,3-oxazol-4-yl}pyridin-2-yl)ethanone), [BH4-].[Na+] (NaBH4). Run in CO (MeOH). Reaction conditions: time 1 hour. Product: ClC=1C=CC(=NC1)SC1=C(N=C(O1)C1CC1)C=1C=CC(=NC1)C(C)O (1-(5-{5-[(5-Chloropyridin-2-yl)sulfanyl]-2-cyclopropyl-1,3-oxazol-4-yl}pyridin-2-yl)ethanol). Isolated yield 80.2%. Reaction SMILES: [Cl:1][C:2]1[CH:3]=[CH:4][C:5]([S:8][C:9]2[O:13][C:12]([CH:14]3[CH2:16][CH2:15]3)=[N:11][C:10]=2[C:17]2[CH:18]=[CH:19][C:20]([C:23](=[O:25])[CH3:24])=[N:21][CH:22]=2)=[N:6][CH:7]=1.[BH4-].[Na+]>CO>[Cl:1][C:2]1[CH:3]=[CH:4][C:5]([S:8][C:9]2[O:13][C:12]([CH:14]3[CH2:16][CH2:15]3)=[N:11][C:10]=2[C:17]2[CH:18]=[CH:19][C:20]([CH:23]([OH:25])[CH3:24])=[N:21][CH:22]=2)=[N:6][CH:7]=1 |f:1.2|. Procedure details: To a solution of Example 88 (16 mg, 0.04 mmol) in MeOH (10 mL) at rt was added NaBH4 (1.6 mg, 0.04 mmol). The resulting solution was stirred at rt for 1 h. Upon completion of the reaction as judged by TLC analysis, the reaction was concentrated to dryness and purified on silica gel to afford the titled compound (12 mg). LC/MS: m/e 373.9 (M+H)+.